This data is from the Open Reaction Database (ORD), a public repository of structured organic reaction records. The task is: describe an organic reaction: reactants, conditions, products, and yield Reactants: FC(S(=O)(=O)O)(F)F (trifluoromethanesulfonic acid), ClC1=CC=C(C=NCCC2=CC=CC=C2)C=C1 (N-(4-chlorobenzylidene)-2-phenylethanamine), [OH-].[Na+] (NaOH). The solvent is ice water. Run at temperature 120 celsius, time 17 hour. The product is ClC1=CC=C(C=C1)C1NCCC2=CC=CC=C12 (1-(4-chlorophenyl)-1,2,3,4-tetrahydroisoquinoline). As a reaction SMILES: FC(F)(F)S(O)(=O)=O.[Cl:9][C:10]1[CH:25]=[CH:24][C:13]([CH:14]=[N:15][CH2:16][CH2:17][C:18]2[CH:23]=[CH:22][CH:21]=[CH:20][CH:19]=2)=[CH:12][CH:11]=1.[OH-].[Na+]>>[Cl:9][C:10]1[CH:11]=[CH:12][C:13]([CH:14]2[C:19]3[C:18](=[CH:23][CH:22]=[CH:21][CH:20]=3)[CH2:17][CH2:16][NH:15]2)=[CH:24][CH:25]=1 |f:2.3|. Procedure: To a solution of trifluoromethanesulfonic acid (15.3 mL, 173 mmol) at 0° C. was added N-(4-chlorobenzylidene)-2-phenylethanamine (3.38 g) and the reaction was heated to 120° C. and stirred 17 h under N2. The reaction was poured into ice water (100 mL) and basisified with 5N NaOH (45 mL). The aqueous layer was extracted with CH2Cl2 (3×100 mL). The combined organic layers were washed with saturated NaCl (100 mL), dried (MgSO4) and concentrated to give a yellow/brown oil. The residue was purified b...